This data is from the Open Reaction Database (ORD), a public repository of structured organic reaction records. The task is: describe an organic reaction: reactants, conditions, products, and yield Starting materials: OCC(CON1C2=NC=NC(=C2N=C1)N)SCP(=O)(OCC)OCC (9-[3-hydroxy-2-(diethoxyphosphorylmethylthio)propoxy]adenine), Br[Si](C)(C)C (bromotrimethylsilane). Solvent: ClCCl (dichloromethane). Conditions: time 6 hour. The product is OCC(CON1C2=NC=NC(=C2N=C1)N)SCP(=O)(O)O (9-[3-Hydroxy-2-(phosphonomethylthio)propoxy]adenine). Yield: 80.1%. Reaction SMILES: [OH:1][CH2:2][CH:3]([S:16][CH2:17][P:18]([O:23]CC)([O:20]CC)=[O:19])[CH2:4][O:5][N:6]1[CH:14]=[N:13][C:12]2[C:7]1=[N:8][CH:9]=[N:10][C:11]=2[NH2:15].Br[Si](C)(C)C>ClCCl>[OH:1][CH2:2][CH:3]([S:16][CH2:17][P:18]([OH:20])([OH:23])=[O:19])[CH2:4][O:5][N:6]1[CH:14]=[N:13][C:12]2[C:7]1=[N:8][CH:9]=[N:10][C:11]=2[NH2:15]. Reported procedure: A solution of 9-[3-hydroxy-2-(diethoxyphosphorylmethylthio)propoxy]adenine (0.265 g, 0.67 mmol) in dry dichloromethane (20 ml) was treated with bromotrimethylsilane (1.53 g, 10 mmol) at room temperature and allowed to stand for 6 hours. The solvent was removed under reduced pressure and the residue was dissolved in methanol, before being allowed to stand for 5 minutes. The solution was evaporated to dryness under reduced pressure, re-dissolved in methanol, neutralized with AMBERLITE IR 45 OH res...